The task is: describe an organic reaction: reactants, conditions, products, and yield. This data is from the Open Reaction Database (ORD), a public repository of structured organic reaction records. Starting materials: FC(CN=[N+]=[N-])(C1=NC=CC=C1)F (2,2-difluoro-2-(2-pyridyl)ethylazide). The reagents and catalysts are [Pd] (palladium on carbon). Run in C(C)(=O)OCC (ethyl acetate). The product is FC(CN)(C1=NC=CC=C1)F (2.2-Difluoro-2-(2-pyridyl)ethylamine). RXN SMILES: [F:1][C:2]([F:13])([C:7]1[CH:12]=[CH:11][CH:10]=[CH:9][N:8]=1)[CH2:3][N:4]=[N+]=[N-]>C(OCC)(=O)C.[Pd]>[F:13][C:2]([F:1])([C:7]1[CH:12]=[CH:11][CH:10]=[CH:9][N:8]=1)[CH2:3][NH2:4]. Procedure details: A stirred solution of 100 mg of 2,2-difluoro-2-(2-pyridyl)ethylazide was hydrogenated in 10 mL of ethyl acetate over 100 mg of 10% palladium on carbon using a balloon for 1 h. The catalyst was removed by filtration and the solvents removed at reduced pressure to give the title compound as a yellow oil: Reactants: O (water), [N+](=O)([O-])C=1C=C(C=CC1[N+](=O)[O-])OC1=CC(=C(C(=C1)F)C(F)(F)F)Cl (2-chloro-α,α,α,6-tetrafluoro-p-tolyl 3,4-dinitrophenyl ether), OC1=CC=C(OC(C(=O)OC)C)C=C1 (methyl 2-(p-hydroxyphenoxy)propionate), C([O-])([O-])=O.[K+].[K+] (potassium carbonate). Run in C(C)#N (acetonitrile), C(Cl)Cl (methylene chloride). The product is ClC1=C(C(=CC(=C1)OC=1C=CC(=C(OC2=CC=C(OC(C(=O)OC)C)C=C2)C1)[N+](=O)[O-])F)C(F)(F)F (Methyl 2-{p-{5-[(2 -chloro-α,α,α,6 -tetrafluoro-p-tolyl)oxy]-2-nitrophenoxy}phenoxy}propionate). Yield: 23.2%. RXN SMILES: [N+]([C:4]1[CH:5]=[C:6]([O:13][C:14]2[CH:19]=[C:18]([F:20])[C:17]([C:21]([F:24])([F:23])[F:22])=[C:16]([Cl:25])[CH:15]=2)[CH:7]=[CH:8][C:9]=1[N+:10]([O-:12])=[O:11])([O-])=O.[OH:26][C:27]1[CH:39]=[CH:38][C:30]([O:31][CH:32]([CH3:37])[C:33]([O:35][CH3:36])=[O:34])=[CH:29][CH:28]=1.C(=O)([O-])[O-].[K+].[K+].O>C(#N)C.C(Cl)Cl>[Cl:25][C:16]1[CH:15]=[C:14]([O:13][C:6]2[CH:7]=[CH:8][C:9]([N+:10]([O-:12])=[O:11])=[C:4]([CH:5]=2)[O:26][C:27]2[CH:28]=[CH:29][C:30]([O:31][CH:32]([CH3:37])[C:33]([O:35][CH3:36])=[O:34])=[CH:38][CH:39]=2)[CH:19]=[C:18]([F:20])[C:17]=1[C:21]([F:22])([F:23])[F:24] |f:2.3.4|. Procedure: A mixture of 2-chloro-α,α,α,6-tetrafluoro-p-tolyl 3,4-dinitrophenyl ether (5.0 g, 0.013 mol), methyl 2-(p-hydroxyphenoxy)propionate (5.15 g, 0.026 mol) and potassium carbonate (3.6 g, 0.026 mol) in acetonitrile is refluxed for 18 hours, cooled to room temperature, poured into water and extracted with ether. The organic extract is washed with brine, dried over anhydrous sodium sulfate and concentrated in vacuo to obtain a residue. Column chromatography of the residue using silica gel and methylen... The reactants are CCOC(=O)CCCCc1cc(-c2ccccc2O)on1, Cl, [Li+], C1COCCO1, [OH-], O, O. The product is O=C(O)CCCCc1cc(-c2ccccc2O)on1. As a reaction SMILES: [CH2:4]([CH3:5])[O:6][C:7]([CH2:8][CH2:9][CH2:10][CH2:11][c:12]1[n:13][o:14][c:15](-[c:17]2[c:18]([OH:23])[cH:19][cH:20][cH:21][cH:22]2)[cH:16]1)=[O:24].[ClH:25].[Li+:2].[O:27]1[CH2:28][CH2:29][O:30][CH2:31][CH2:32]1.[OH-:1].[OH2:26].[OH2:3]>>[O:6]=[C:7]([CH2:8][CH2:9][CH2:10][CH2:11][c:12]1[n:13][o:14][c:15](-[c:17]2[c:18]([OH:23])[cH:19][cH:20][cH:21][cH:22]2)[cH:16]1)[OH:24]. Product: C#CCC(C)(CCCC)O[Si](C)(C)C. The reactants are CN(C)C=O, CCCCCC, C[Si](C)(C)Cl, C#CCC(C)(O)CCCC, c1c[nH]cn1. As a reaction SMILES: [CH3:16][N:17]([CH3:18])[CH:19]=[O:20].[CH3:26][CH2:27][CH2:28][CH2:29][CH2:30][CH3:31].[Cl:21][Si:22]([CH3:23])([CH3:24])[CH3:25].[OH:1][C:2]([CH2:3][C:4]#[CH:5])([CH2:6][CH2:7][CH2:8][CH3:9])[CH3:10].[nH:11]1[cH:12][cH:13][n:14][cH:15]1>>[O:1]([C:2]([CH2:3][C:4]#[CH:5])([CH2:6][CH2:7][CH2:8][CH3:9])[CH3:10])[Si:22]([CH3:23])([CH3:24])[CH3:25]. The reactants are CI (methyl iodide), C(=O)C=1C(NC2=CC=CC=C2C1)=O (3-formylcarbostyril), oil, [H-].[Na+] (sodium hydride), O (water). The solvent is O1CCCC1 (tetrahydrofuran). The product is CN1C(=O)C(=CC2=CC=CC=C12)C=O (1-methyl-3-formylcarbostyril). RXN SMILES: [CH:1]([C:3]1[C:4](=[O:13])[NH:5][C:6]2[C:11]([CH:12]=1)=[CH:10][CH:9]=[CH:8][CH:7]=2)=[O:2].[H-].[Na+].[CH3:16]I.O>O1CCCC1>[CH3:16][N:5]1[C:6]2[C:11](=[CH:10][CH:9]=[CH:8][CH:7]=2)[CH:12]=[C:3]([CH:1]=[O:2])[C:4]1=[O:13] |f:1.2|. Procedure: 2.7 Grams of 3-formylcarbostyril was dissolved in 150 ml of tetrahydrofuran, then 0.8 g of oil 50%-sodium hydride was added thereto at a room temperature with stirring. Next, 4.5 g of methyl iodide was added dropwise at a room temperature for 3 hours. The reaction mixture was concentrated under a reduced pussure, the residue thus obtained was poured into water and the crystals precipitated were collected by filtration. Recrystallized from ethanol to obtain 1.7 g of 1-methyl-3-formylcarbostyril i... The reactants are [Br-], Clc1nc(Cl)nc(Cl)n1, C1CCOC1, C1CCOC1, [Mg+]c1ccccc1. Product: Clc1nc(Cl)nc(-c2ccccc2)n1. RXN SMILES: [Br-:15].[Cl:1][c:2]1[n:3][c:4]([Cl:5])[n:6][c:7]([Cl:8])[n:9]1.[O:10]1[CH2:11][CH2:12][CH2:13][CH2:14]1.[O:23]1[CH2:24][CH2:25][CH2:26][CH2:27]1.[c:16]1([Mg+:22])[cH:17][cH:18][cH:19][cH:20][cH:21]1>>[Cl:1][c:2]1[n:3][c:4](-[c:16]2[cH:17][cH:18][cH:19][cH:20][cH:21]2)[n:6][c:7]([Cl:8])[n:9]1. Reactants: O=C([O-])O, CSc1ccc(C2=C(c3ccccc3)C(=O)C(C)(C)O2)c(F)c1, O=C(OO)c1cccc(Cl)c1, ClCCl, [Na+]. The product is CS(=O)c1ccc(C2=C(c3ccccc3)C(=O)C(C)(C)O2)c(F)c1. Reaction SMILES: [C:35](=[O:36])([OH:37])[O-:38].[CH3:1][C:2]1([CH3:23])[O:3][C:4]([c:14]2[c:15]([F:22])[cH:16][c:17]([S:20][CH3:21])[cH:18][cH:19]2)=[C:5]([c:8]2[cH:9][cH:10][cH:11][cH:12][cH:13]2)[C:6]1=[O:7].[Cl:24][c:25]1[cH:26][c:27]([C:32](=[O:29])[O:33][OH:34])[cH:28][cH:30][cH:31]1.[Cl:40][CH2:41][Cl:42].[Na+:39]>>[CH3:1][C:2]1([CH3:23])[O:3][C:4]([c:14]2[c:15]([F:22])[cH:16][c:17]([S:20]([CH3:21])=[O:29])[cH:18][cH:19]2)=[C:5]([c:8]2[cH:9][cH:10][cH:11][cH:12][cH:13]2)[C:6]1=[O:7]. Starting materials: O=C(Cl)c1ccc(F)cc1, O=C(Cc1ccncc1)c1ccc(F)cc1, [H-], [Na+], CN(C)C=O, O. Product: O=C(OC(=Cc1ccncc1)c1ccc(F)cc1)c1ccc(F)cc1. Reaction SMILES: [F:19][c:20]1[cH:21][cH:22][c:23]([C:24](=[O:25])[Cl:26])[cH:27][cH:28]1.[F:3][c:4]1[cH:5][cH:6][c:7]([C:10]([CH2:11][c:12]2[cH:13][cH:14][n:15][cH:16][cH:17]2)=[O:18])[cH:8][cH:9]1.[H-:2].[Na+:1].[O:30]=[CH:31][N:32]([CH3:33])[CH3:34].[OH2:29]>>[F:3][c:4]1[cH:5][cH:6][c:7]([C:10](=[CH:11][c:12]2[cH:13][cH:14][n:15][cH:16][cH:17]2)[O:18][C:24]([c:23]2[cH:22][cH:21][c:20]([F:19])[cH:28][cH:27]2)=[O:25])[cH:8][cH:9]1. The reactants are O=C(Cl)c1c(Cl)cc(Cl)cc1Cl, Nc1cccc(N)n1, C1COCCO1. Product: Nc1cccc(NC(=O)c2c(Cl)cc(Cl)cc2Cl)n1. As a reaction SMILES: [Cl:9][c:10]1[c:11]([C:12](=[O:13])[Cl:14])[c:15]([Cl:20])[cH:16][c:17]([Cl:19])[cH:18]1.[NH2:1][c:2]1[n:3][c:4]([NH2:8])[cH:5][cH:6][cH:7]1.[O:21]1[CH2:22][CH2:23][O:24][CH2:25][CH2:26]1>>[NH:1]([c:2]1[n:3][c:4]([NH2:8])[cH:5][cH:6][cH:7]1)[C:12]([c:11]1[c:10]([Cl:9])[cH:18][c:17]([Cl:19])[cH:16][c:15]1[Cl:20])=[O:13].